This data is from the Open Reaction Database (ORD), a public repository of structured organic reaction records. The task is: describe an organic reaction: reactants, conditions, products, and yield Reactants: C(#C)C=1C(=NOC1C)C1=CC=CC=C1 (4-ethynyl-5-methyl-3-phenyl-isoxazole), IC1=CC=C(C=C1)S(=O)(=O)N (4-iodobenzenesulphonamide). The product is CC1=C(C(=NO1)C1=CC=CC=C1)C#CC1=CC=C(C=C1)S(=O)(=O)N (4-(5-Methyl-3-phenyl-isoxazol-4-ylethynyl)-benzenesulfonamide). Isolated yield 71.0%. As a reaction SMILES: [C:1]([C:3]1[C:4]([C:9]2[CH:14]=[CH:13][CH:12]=[CH:11][CH:10]=2)=[N:5][O:6][C:7]=1[CH3:8])#[CH:2].I[C:16]1[CH:21]=[CH:20][C:19]([S:22]([NH2:25])(=[O:24])=[O:23])=[CH:18][CH:17]=1>>[CH3:8][C:7]1[O:6][N:5]=[C:4]([C:9]2[CH:14]=[CH:13][CH:12]=[CH:11][CH:10]=2)[C:3]=1[C:1]#[C:2][C:16]1[CH:21]=[CH:20][C:19]([S:22]([NH2:25])(=[O:24])=[O:23])=[CH:18][CH:17]=1. Procedure: As described for example 11c, 4-ethynyl-5-methyl-3-phenyl-isoxazole (92 mg, 0.50 mmol) was converted (using 4-iodobenzenesulphonamide instead of 2-chloro-4-iodopyridine) to the title compound (SiO2, heptane:ethyl acetate=95:5 to 0:100, 120 mg, 71%) which was obtained as a white solid. MS: m/e=339.2 [M+H]+. Starting materials: BrC=1C=2N(C=C(C1)C)C(=CN2)C(=O)OCC (ethyl 8-bromo-6-methylimidazo[1,2-a]pyridine-3-carboxylate), CC1(OB(OC1(C)C)C1=CN=C(O1)[Si](C(C)C)(C(C)C)C(C)C)C (5-(4,4,5,5-tetramethyl-1,3,2-dioxaborolan-2-yl)-2-(triisopropylsilyl)oxazole), C([O-])([O-])=O.[K+].[K+] (potassium carbonate). Reagents/catalysts: C1=CC=C(C=C1)P(C2=CC=CC=C2)[C]3[CH][CH][CH][CH]3.C1=CC=C(C=C1)P(C2=CC=CC=C2)[C]3[CH][CH][CH][CH]3.Cl[Pd]Cl.[Fe] ([1,1-bis(diphenylphosphino)ferrocene]dichloropalladium(II)). Run in COCCOC.O (DME water), O (water). Run at temperature 120 celsius, time 30 minute. The product is CC=1C=C(C=2N(C1)C(=CN2)C(=O)OCC)C2=CN=CO2 (ethyl 6-methyl-8-(1,3-oxazol-5-yl)imidazo[1,2-a]pyridine-3-carboxylate). Isolated yield 75.9%. RXN SMILES: Br[C:2]1[C:3]2[N:4]([C:9]([C:12]([O:14][CH2:15][CH3:16])=[O:13])=[CH:10][N:11]=2)[CH:5]=[C:6]([CH3:8])[CH:7]=1.CC1(C)C(C)(C)OB([C:25]2[O:29][C:28]([Si](C(C)C)(C(C)C)C(C)C)=[N:27][CH:26]=2)O1.C(=O)([O-])[O-].[K+].[K+]>COCCOC.O.O.C1C=CC(P([C]2[CH][CH][CH][CH]2)C2C=CC=CC=2)=CC=1.C1C=CC(P([C]2[CH][CH][CH][CH]2)C2C=CC=CC=2)=CC=1.Cl[Pd]Cl.[Fe]>[CH3:8][C:6]1[CH:7]=[C:2]([C:25]2[O:29][CH:28]=[N:27][CH:26]=2)[C:3]2[N:4]([C:9]([C:12]([O:14][CH2:15][CH3:16])=[O:13])=[CH:10][N:11]=2)[CH:5]=1 |f:2.3.4,5.6,8.9.10.11,^1:59,60,61,62,63,77,78,79,80,81|. Procedure details: A mixture of ethyl 8-bromo-6-methylimidazo[1,2-a]pyridine-3-carboxylate (1478 mg), 5-(4,4,5,5-tetramethyl-1,3,2-dioxaborolan-2-yl)-2-(triisopropylsilyl)oxazole (2018 mg), [1,1-bis(diphenylphosphino)ferrocene]dichloropalladium(II) (426 mg) and potassium carbonate (1443 mg) in DME/water (12/3 mL) was stirred with microwave irradiation at 120° C. for 30 min. The reaction mixture was diluted with water, and extracted with ethyl acetate. The extract was dried over anhydrous sodium sulfate, and the so... Yields the product CON=CCC1=CC=C(C=C1)CC1=C(C=CC(=C1)[C@@H]1O[C@@H]([C@H]([C@@H]([C@H]1O)O)O)CO)Cl (2-(4-(2-chloro-5-((2S,3R,4R,5S,6R)-3,4,5-trihydroxy-6-(hydroxymethyl)tetrahydro-2H-pyran-2-yl)benzyl)phenyl)acetaldehyde O-methyl oxime). Reaction SMILES: C([O:4][C@H:5]1[C@H:10]([O:11]C(=O)C)[C@@H:9]([O:15]C(=O)C)[C@H:8]([C:19]2[CH:24]=[CH:23][C:22]([Cl:25])=[C:21]([CH2:26][C:27]3[CH:32]=[CH:31][C:30]([CH2:33][CH:34]=[N:35][O:36][CH3:37])=[CH:29][CH:28]=3)[CH:20]=2)[O:7][C@@H:6]1[CH2:38][O:39]C(=O)C)(=O)C.O.[OH-].[Li+]>C1COCC1.CO.O>[CH3:37][O:36][N:35]=[CH:34][CH2:33][C:30]1[CH:29]=[CH:28][C:27]([CH2:26][C:21]2[CH:20]=[C:19]([C@H:8]3[C@H:9]([OH:15])[C@@H:10]([OH:11])[C@H:5]([OH:4])[C@@H:6]([CH2:38][OH:39])[O:7]3)[CH:24]=[CH:23][C:22]=2[Cl:25])=[CH:32][CH:31]=1 |f:1.2.3|. The reactants are C(C)(=O)O[C@@H]1[C@H](O[C@H]([C@@H]([C@H]1OC(C)=O)OC(C)=O)C1=CC(=C(C=C1)Cl)CC1=CC=C(C=C1)CC=NOC)COC(C)=O ((2R,3R,4R,5S,6S)-2-(acetoxymethyl)-6-(4-chloro-3-(4-(2-(methoxyimino)ethyl)benzyl)phenyl)tetrahydro-2H-pyran-3,4,5-triyl triacetate), O.[OH-].[Li+] (lithium hydroxide monohydrate). Conditions: time 1 hour. The yield is 76.5%. Run in C1CCOC1 (THF), CO (methanol), O (water). Procedure: To a solution of (2R,3R,4R,5S,6S)-2-(acetoxymethyl)-6-(4-chloro-3-(4-(2-(methoxyimino)ethyl)benzyl)phenyl)tetrahydro-2H-pyran-3,4,5-triyl triacetate (80 mg, 0.132 mmol) in THF (0.5 mL), methanol (0.7 mL) and water (0.3 mL) was added lithium hydroxide monohydrate (11 mg, 0.26 mmol) at 0° C. The reaction was stirred at r.t. for 1 h. Volatiles were evaporated in vacuo and the residue obtained was purified by column chromatography (silica gel, 0.5:9.5 MeOH:DCM) to provide the title compound (44 mg, ... Starting materials: C1CCOC1, Cc1nc2cc(F)ccc2n1C1CCN(C(=O)OC(C)(C)C)CC1O, [H-], CI, [Na+], [Na+], O=C([O-])O. Product: COC1CN(C(=O)OC(C)(C)C)CCC1n1c(C)nc2cc(F)ccc21. RXN SMILES: [CH2:35]1[O:36][CH2:37][CH2:38][CH2:39]1.[F:1][c:2]1[cH:3][c:4]2[c:5]([n:6]([CH:10]3[CH:11]([OH:23])[CH2:12][N:13]([C:16](=[O:17])[O:18][C:19]([CH3:20])([CH3:21])[CH3:22])[CH2:14][CH2:15]3)[c:7]([CH3:9])[n:8]2)[cH:24][cH:25]1.[H-:27].[I:28][CH3:29].[Na+:26].[Na+:34].[O-:30][C:31]([OH:32])=[O:33]>>[F:1][c:2]1[cH:3][c:4]2[c:5]([n:6]([CH:10]3[CH:11]([O:23][CH3:31])[CH2:12][N:13]([C:16](=[O:17])[O:18][C:19]([CH3:20])([CH3:21])[CH3:22])[CH2:14][CH2:15]3)[c:7]([CH3:9])[n:8]2)[cH:24][cH:25]1. The reactants are ClC1=CC=C(CO)C=C1 (4-chlorobenzyl alcohol), ClC(=CC(=O)N1CCOCC1)C1=CC(=C(C=C1)OC)OC (3-chloro-3-(3,4-dimethoxyphenyl)-1-morpholin-4-ylprop-2-en-1-one), [H-].[Na+] (sodium hydride). Run in O1CCCC1 (tetrahydrofuran), CN(C=O)C (dimethylformamide), O1CCCC1 (tetrahydrofuran). Conditions: temperature 90 celsius, time 20 hour. Product: ClC1=CC=C(COC(=CC(=O)N2CCOCC2)C2=CC(=C(C=C2)OC)OC)C=C1 (3-(4-Chlorobenzyloxy)-3-(3,4-dimethoxyphenyl)-1-morpholin-4-ylprop-2-en-1-one). RXN SMILES: [H-].[Na+].[Cl:3][C:4]1[CH:11]=[CH:10][C:7]([CH2:8][OH:9])=[CH:6][CH:5]=1.Cl[C:13]([C:23]1[CH:28]=[CH:27][C:26]([O:29][CH3:30])=[C:25]([O:31][CH3:32])[CH:24]=1)=[CH:14][C:15]([N:17]1[CH2:22][CH2:21][O:20][CH2:19][CH2:18]1)=[O:16]>O1CCCC1.CN(C)C=O>[Cl:3][C:4]1[CH:11]=[CH:10][C:7]([CH2:8][O:9][C:13]([C:23]2[CH:28]=[CH:27][C:26]([O:29][CH3:30])=[C:25]([O:31][CH3:32])[CH:24]=2)=[CH:14][C:15]([N:17]2[CH2:22][CH2:21][O:20][CH2:19][CH2:18]2)=[O:16])=[CH:6][CH:5]=1 |f:0.1|. Procedure details: 0.3 g (10 mmol) of sodium hydride (80%) are stirred in 15 ml of tetrahydrofuran and 1.42 g (10 mmol) of 4-chlorobenzyl alcohol in 10 ml of tetrahydrofuran are added dropwise. The resulting clear solution is evaporated to dryness and a solution of 2.02 g (6.5 mmol) of 3-chloro-3-(3,4-dimethoxyphenyl)-1-morpholin-4-ylprop-2-en-1-one in 25 ml of dimethylformamide is added. The mixture is stirred at 90° C. for 20 hours. The solvent is then evaporated and the residue shaken with toluene/water. The or... The reactants are C(C)OC(CCC1=C(C(=NC=C1CO)C)O)=O (3-(3-Hydroxy-5-hydroxymethyl-2-methyl-pyridin-4-yl)-propionic acid ethyl ester), BrCC1=CC=C(C=C1)C#N (α-bromo-p-tolunitrile). Product: C(C)OC(CCC1=C(C(=NC=C1CO)C)OCC1=CC=C(C=C1)C#N)=O (3-[3-(4-Cyano-benzyloxy)-5-hydroxymethyl-2-methyl-pyridin-4-yl]-propionic acid ethyl ester). Yield: 69.5%. RXN SMILES: [CH2:1]([O:3][C:4](=[O:17])[CH2:5][CH2:6][C:7]1[C:12]([CH2:13][OH:14])=[CH:11][N:10]=[C:9]([CH3:15])[C:8]=1[OH:16])[CH3:2].Br[CH2:19][C:20]1[CH:25]=[CH:24][C:23]([C:26]#[N:27])=[CH:22][CH:21]=1>>[CH2:1]([O:3][C:4](=[O:17])[CH2:5][CH2:6][C:7]1[C:12]([CH2:13][OH:14])=[CH:11][N:10]=[C:9]([CH3:15])[C:8]=1[O:16][CH2:19][C:20]1[CH:25]=[CH:24][C:23]([C:26]#[N:27])=[CH:22][CH:21]=1)[CH3:2]. Reported procedure: The coupling of 3-(3-hydroxy-5-hydroxymethyl-2-methyl-pyridin-4-yl)-propionic acid ethyl ester (35) (3.4 g, 14.2 mmol) and α-bromo-p-tolunitrile (4.2 g, 21.4 mmol), as described in Example 1, gave 3-[3-(4-cyano-benzyloxy)-5-hydroxymethyl-2-methyl-pyridin-4-yl]-propionic acid ethyl ester (36) (3.5 g, 70% yield). Procedure: Methanesulfonyl chloride (0.53 mL, 6.8 mmol) was added dropwise to a stirred solution of 9 (530 mg, 2.8 mmol) and Hunig's base (0.986 mL, 5.6 mmol) in CH2Cl2 (10 mL) and left overnight at room temperature. The reaction was then diluted with CH2Cl2 (100 mL) and washed with water (25 mL), brine (25 mL), dried (MgSO4) and concentrated in vacuo. Sodium thiomethoxide (218 mg, 3109 μmol) was added portionwise to a solution of the residue, presumably tert-butyl 3-(methanesulfonyloxymethyl)azetidine-1-c... Yields the product CSCC1CN(C1)C(=O)OC(C)(C)C (tert-Butyl 3-(methylthiomethyl)azetidine-1-carboxylate). RXN SMILES: [CH3:1][S:2](Cl)(=O)=O.O[CH2:7][CH:8]1[CH2:11][N:10]([C:12]([O:14][C:15]([CH3:18])([CH3:17])[CH3:16])=[O:13])[CH2:9]1.CCN(C(C)C)C(C)C.C[S-].[Na+].CS(OCC1CN(C(OC(C)(C)C)=O)C1)(=O)=O>C(Cl)Cl.CN(C=O)C.C1(C)C=CC=CC=1>[CH3:1][S:2][CH2:7][CH:8]1[CH2:11][N:10]([C:12]([O:14][C:15]([CH3:18])([CH3:17])[CH3:16])=[O:13])[CH2:9]1 |f:3.4|. Yield: 19.7%. Conditions: time 8 hour. Starting materials: CS(=O)(=O)Cl (Methanesulfonyl chloride), OCC1CN(C1)C(=O)OC(C)(C)C (tert-Butyl 3-(hydroxymethyl)azetidine-1-carboxylate), CCN(C(C)C)C(C)C (Hunig's base), C[S-].[Na+] (Sodium thiomethoxide), CS(=O)(=O)OCC1CN(C1)C(=O)OC(C)(C)C (tert-butyl 3-(methanesulfonyloxymethyl)azetidine-1-carboxylate). The solvent is C1(=CC=CC=C1)C (toluene), C(Cl)Cl (CH2Cl2), CN(C)C=O (DMF), C(Cl)Cl (CH2Cl2). Starting materials: ( 2 ), NN1C=NN=C1 (4-amino-4H-1,2,4-triazole), ClCC(=O)C1=C(C=C(C=C1)F)F (CAP). The product is N1(N=CN=C1)CC(=O)C1=C(C=C(C=C1)F)F (2-(1H-1,2,4-triazol-1-yl)-2',4'-difluoroacetophenone). RXN SMILES: N[N:2]1[CH:6]=[N:5][N:4]=[CH:3]1.Cl[CH2:8][C:9]([C:11]1[CH:16]=[CH:15][C:14]([F:17])=[CH:13][C:12]=1[F:18])=[O:10]>>[N:5]1([CH2:8][C:9]([C:11]2[CH:16]=[CH:15][C:14]([F:17])=[CH:13][C:12]=2[F:18])=[O:10])[CH:6]=[N:2][CH:3]=[N:4]1. Procedure: A process for preparing fluconazole, including the steps of (1) acylating 1,3-difluorobenzene (DFB) to obtain 2-chloro-2',4'-difluoroacetophenone (CAP); (2) alkylating 4-amino-4H-1,2,4-triazole (4-AT) with CAP to obtain 2-(1H-1,2,4-triazol-1-yl)-2',4'-difluoroacetophenone (TAAP) salt; (3) deaminating TAAP salt to obtain TAAP; and (4) reacting TAAP with 1,2,4-triazole to obtain fluconazole.